From a dataset of the Open Reaction Database (ORD), a public repository of structured organic reaction records. describe an organic reaction: reactants, conditions, products, and yield Reactants: C(C)(C)C=1C=CC(=NC1)S(=O)(=O)NC1=NC(=NC(=C1OC1=C(C=CC=C1)OC)OCCN)C1CC1 (5-i-propyl-N-[6-(2-aminoethoxy)-5-(o-methoxyphenoxy)-2-cyclopropyl-pyrimidin-4-yl]-pyridine-2-sulfonamide), CC1=CC=C(C=C1)S(=O)(=O)Cl (4-methylbenzenesulfonylchloride). Yields the product C(C)(C)C=1C=CC(=NC1)S(=O)(=O)NC1=NC(=NC(=C1OC1=C(C=CC=C1)OC)OCCNS(=O)(=O)CC)C1CC1 (5-i-propyl-N-[6-(2-ethanesulfonylamino-ethoxy)-5-(o-methoxyphenoxy)-2-cyclopropyl-pyrimidin-4-yl]-pyridine-2-sulfonamide). RXN SMILES: [CH:1]([C:4]1[CH:5]=[CH:6][C:7]([S:10]([NH:13][C:14]2[C:19]([O:20][C:21]3[CH:26]=[CH:25][CH:24]=[CH:23][C:22]=3[O:27][CH3:28])=[C:18]([O:29][CH2:30][CH2:31][NH2:32])[N:17]=[C:16]([CH:33]3[CH2:35][CH2:34]3)[N:15]=2)(=[O:12])=[O:11])=[N:8][CH:9]=1)([CH3:3])[CH3:2].CC1C=C[C:40]([S:43](Cl)(=[O:45])=[O:44])=[CH:39]C=1>>[CH:1]([C:4]1[CH:5]=[CH:6][C:7]([S:10]([NH:13][C:14]2[C:19]([O:20][C:21]3[CH:26]=[CH:25][CH:24]=[CH:23][C:22]=3[O:27][CH3:28])=[C:18]([O:29][CH2:30][CH2:31][NH:32][S:43]([CH2:40][CH3:39])(=[O:45])=[O:44])[N:17]=[C:16]([CH:33]3[CH2:34][CH2:35]3)[N:15]=2)(=[O:12])=[O:11])=[N:8][CH:9]=1)([CH3:3])[CH3:2]. Procedure: According to the procedure described in Example 4a), 250 mg 5-i-propyl-N-[6-(2-aminoethoxy)-5-(o-methoxyphenoxy)-2-cyclopropyl-pyrimidin-4-yl]-pyridine-2-sulfonamide was reacted with 4-methylbenzenesulfonylchloride to give 100 mg 5-i-propyl-N-[6-(2-ethanesulfonylamino-ethoxy)-5-(o-methoxyphenoxy)-2-cyclopropyl-pyrimidin-4-yl]-pyridine-2-sulfonamide. LC-MS: tR=5.32 min, [M−1]−=604.39. Starting materials: ClCCCl, COc1ccc(C(=O)O)cc1[N+](=O)[O-], COC(=O)C1(N)Cc2ccccc2C1, Cl, CN(C)C=O, On1nnc2ccccc21. Yields the product COC(=O)C1(NC(=O)c2ccc(OC)c([N+](=O)[O-])c2)Cc2ccccc2C1. As a reaction SMILES: [CH2:40]([Cl:41])[CH2:42][Cl:43].[CH3:16][O:17][c:18]1[c:19]([N+:27](=[O:28])[O-:29])[cH:20][c:21]([C:22](=[O:23])[OH:24])[cH:25][cH:26]1.[CH3:2][O:3][C:4](=[O:5])[C:6]1([NH2:15])[CH2:7][c:8]2[cH:9][cH:10][cH:11][cH:12][c:13]2[CH2:14]1.[ClH:1].[O:44]=[CH:45][N:46]([CH3:47])[CH3:48].[OH:30][n:31]1[c:32]2[c:33]([cH:34][cH:35][cH:36][cH:37]2)[n:38][n:39]1>>[CH3:2][O:3][C:4](=[O:5])[C:6]1([NH:15][C:22]([c:21]2[cH:20][c:19]([N+:27](=[O:28])[O-:29])[c:18]([O:17][CH3:16])[cH:26][cH:25]2)=[O:23])[CH2:7][c:8]2[cH:9][cH:10][cH:11][cH:12][c:13]2[CH2:14]1. Reactants: Clc1cc(Cl)c(Cl)cc1Cl, COc1ccc(Cl)c(Cl)c1Cl, Cl[Al](Cl)Cl, Cc1ccccc1C. Yields the product Oc1ccc(Cl)c(Cl)c1Cl. Reaction SMILES: [Cl:12][c:13]1[c:14]([Cl:15])[cH:16][c:17]([Cl:18])[c:19]([Cl:20])[cH:21]1.[Cl:1][c:2]1[c:3]([Cl:11])[c:4]([Cl:10])[c:5]([O:8][CH3:9])[cH:6][cH:7]1.[Cl:22][Al:23]([Cl:24])[Cl:25].[c:26]1([CH3:27])[c:28]([CH3:29])[cH:30][cH:31][cH:32][cH:33]1>>[Cl:1][c:2]1[c:3]([Cl:11])[c:4]([Cl:10])[c:5]([OH:8])[cH:6][cH:7]1. The reactants are CCOC(=O)C(Oc1ccc(Cl)cc1)(C(F)(F)F)C(F)(F)F, CCOC(=O)C(Oc1ccc(-c2ccc(Cl)cc2)cc1)(C(F)(F)F)C(F)(F)F, CCOC(=O)C(Oc1ccc(F)cc1)(C(F)(F)F)C(F)(F)F, [K+], [OH-], CCOC(=O)C(Oc1cccc2ccccc12)(C(F)(F)F)C(F)(F)F, CCOC(=O)C(Oc1ccc(-c2ccccc2)cc1)(C(F)(F)F)C(F)(F)F. Product: O=C(O)C(Oc1ccc(F)cc1)(C(F)(F)F)C(F)(F)F. Reaction SMILES: [Cl:1][c:2]1[cH:3][cH:4][c:5]([O:6][C:7]([C:8]([F:9])([F:10])[F:11])([C:12]([F:13])([F:14])[F:15])[C:16]([O:17][CH2:18][CH3:19])=[O:20])[cH:21][cH:22]1.[Cl:97][c:98]1[cH:99][cH:100][c:101](-[c:102]2[cH:103][cH:104][c:105]([O:106][C:107]([C:108]([F:109])([F:110])[F:111])([C:112]([F:113])([F:114])[F:115])[C:116]([O:117][CH2:118][CH3:119])=[O:120])[cH:121][cH:122]2)[cH:123][cH:124]1.[F:23][c:24]1[cH:25][cH:26][c:27]([O:28][C:29]([C:30](=[O:31])[O:32][CH2:33][CH3:34])([C:35]([F:36])([F:37])[F:38])[C:39]([F:40])([F:41])[F:42])[cH:43][cH:44]1.[K+:126].[OH-:125].[c:45]1([O:46][C:47]([C:48]([F:49])([F:50])[F:51])([C:52]([F:53])([F:54])[F:55])[C:56]([O:57][CH2:58][CH3:59])=[O:60])[c:61]2[c:62]([cH:63][cH:64][cH:65][cH:66]2)[cH:67][cH:68][cH:69]1.[c:70]1(-[c:71]2[cH:72][cH:73][cH:74][cH:75][cH:76]2)[cH:77][cH:78][c:79]([O:80][C:81]([C:82]([F:83])([F:84])[F:85])([C:86]([F:87])([F:88])[F:89])[C:90]([O:91][CH2:92][CH3:93])=[O:94])[cH:95][cH:96]1>>[F:23][c:24]1[cH:25][cH:26][c:27]([O:28][C:29]([C:30](=[O:31])[OH:32])([C:35]([F:36])([F:37])[F:38])[C:39]([F:40])([F:41])[F:42])[cH:43][cH:44]1. Starting materials: CN1N=CC(=C1)B1OC(C(O1)(C)C)(C)C (1-Methyl-4-(4,4,5,5-tetramethyl-1,3,2-dioxaborolan-2-yl)-1H-pyrazole), C(=O)([O-])[O-].[Na+].[Na+] (Na2CO3), BrC=1C(=CC(=C(C(=O)NC2=CN=NC=C2)C1)OCC1=CC=CC=C1)C (5-Bromo-4-methyl-2-[(phenylmethyl)oxy]-N-4-pyridazinyl benzamide). The reagents and catalysts are C=1C=CC(=CC1)[P](C=2C=CC=CC2)(C=3C=CC=CC3)[Pd]([P](C=4C=CC=CC4)(C=5C=CC=CC5)C=6C=CC=CC6)([P](C=7C=CC=CC7)(C=8C=CC=CC8)C=9C=CC=CC9)[P](C=1C=CC=CC1)(C=1C=CC=CC1)C=1C=CC=CC1 (palladium tetrakis). Solvent: COCCOC (1,2-dimethoxyethane). Yields the product CC1=CC(=C(C(=O)NC2=CN=NC=C2)C=C1C=1C=NN(C1)C)OCC1=CC=CC=C1 (4-Methyl-5-(1-methyl-1H-pyrazol-4-yl)-2-[(phenylmethyl)oxy]-N-4-pyridazinylbenzamide). Reaction SMILES: [CH3:1][N:2]1[CH:6]=[C:5](B2OC(C)(C)C(C)(C)O2)[CH:4]=[N:3]1.C([O-])([O-])=O.[Na+].[Na+].Br[C:23]1[C:24]([CH3:46])=[CH:25][C:26]([O:38][CH2:39][C:40]2[CH:45]=[CH:44][CH:43]=[CH:42][CH:41]=2)=[C:27]([CH:37]=1)[C:28]([NH:30][C:31]1[CH:36]=[CH:35][N:34]=[N:33][CH:32]=1)=[O:29]>COCCOC.C1C=CC([P]([Pd]([P](C2C=CC=CC=2)(C2C=CC=CC=2)C2C=CC=CC=2)([P](C2C=CC=CC=2)(C2C=CC=CC=2)C2C=CC=CC=2)[P](C2C=CC=CC=2)(C2C=CC=CC=2)C2C=CC=CC=2)(C2C=CC=CC=2)C2C=CC=CC=2)=CC=1>[CH3:46][C:24]1[C:23]([C:5]2[CH:4]=[N:3][N:2]([CH3:1])[CH:6]=2)=[CH:37][C:27]([C:28]([NH:30][C:31]2[CH:36]=[CH:35][N:34]=[N:33][CH:32]=2)=[O:29])=[C:26]([O:38][CH2:39][C:40]2[CH:45]=[CH:44][CH:43]=[CH:42][CH:41]=2)[CH:25]=1 |f:1.2.3,^1:56,58,77,96|. Procedure: 1-Methyl-4-(4,4,5,5-tetramethyl-1,3,2-dioxaborolan-2-yl)-1H-pyrazole (86 mg, 0.42 mmol), palladium tetrakis (26.1 mg, 0.02 mmol) and Na2CO3 (0.75 ml, 0.75 mmol) were added to a solution of 5-bromo-4-methyl-2-[(phenylmethyl)oxy]-N-4-pyridazinylbenzamide (may be prepared as described in Example 5; 150 mg, 0.38 mmol) in 1,2-dimethoxyethane (3 ml). Starting materials: [Br-], CC(C)C(=O)Br, CC(C)[N+](C)(CCC(c1ccccc1)c1cc(CO)ccc1O)C(C)C. Product: [Br-], CC(C)C(=O)Oc1ccc(CO)cc1C(CC[N+](C)(C(C)C)C(C)C)c1ccccc1. RXN SMILES: [Br-:1].[C:28]([CH:29]([CH3:30])[CH3:31])(=[O:32])[Br:33].[OH:2][c:3]1[c:4]([CH:11]([CH2:12][CH2:13][N+:14]([CH3:15])([CH:16]([CH3:17])[CH3:18])[CH:19]([CH3:20])[CH3:21])[c:22]2[cH:23][cH:24][cH:25][cH:26][cH:27]2)[cH:5][c:6]([CH2:9][OH:10])[cH:7][cH:8]1>>[Br-:33].[O:2]([c:3]1[c:4]([CH:11]([CH2:12][CH2:13][N+:14]([CH3:15])([CH:16]([CH3:17])[CH3:18])[CH:19]([CH3:20])[CH3:21])[c:22]2[cH:23][cH:24][cH:25][cH:26][cH:27]2)[cH:5][c:6]([CH2:9][OH:10])[cH:7][cH:8]1)[C:28]([CH:29]([CH3:30])[CH3:31])=[O:32]. Starting materials: Stannous chloride dihydrate, FC1(CN(CCC1)C1=C(C=C(C=C1)C1=NC(=NO1)C1=C(C=CC=C1)OC(F)(F)F)[N+](=O)[O-])F (3,3-difluoro-1-(2-nitro-4-{3-[2-(trifluoromethoxy)phenyl]-1,2,4-oxadiazol-5-yl}phenyl)piperidine). Run in CCO (EtOH), C(=O)(O)[O-].[Na+] (NaHCO3). Conditions: temperature 70 celsius, time 3 hour. Yields the product FC1(CN(CCC1)C1=C(N)C=C(C=C1)C1=NC(=NO1)C1=C(C=CC=C1)OC(F)(F)F)F (2-(3,3-difluoropiperidin-1-yl)-5-{3-[2-(trifluoromethoxy)phenyl]-1,2,4-oxadiazol-5-yl}aniline). Reaction SMILES: [F:1][C:2]1([F:33])[CH2:7][CH2:6][CH2:5][N:4]([C:8]2[CH:13]=[CH:12][C:11]([C:14]3[O:18][N:17]=[C:16]([C:19]4[CH:24]=[CH:23][CH:22]=[CH:21][C:20]=4[O:25][C:26]([F:29])([F:28])[F:27])[N:15]=3)=[CH:10][C:9]=2[N+:30]([O-])=O)[CH2:3]1>CCO.C([O-])(O)=O.[Na+]>[F:33][C:2]1([F:1])[CH2:7][CH2:6][CH2:5][N:4]([C:8]2[CH:13]=[CH:12][C:11]([C:14]3[O:18][N:17]=[C:16]([C:19]4[CH:24]=[CH:23][CH:22]=[CH:21][C:20]=4[O:25][C:26]([F:27])([F:28])[F:29])[N:15]=3)=[CH:10][C:9]=2[NH2:30])[CH2:3]1 |f:2.3|. Procedure details: Stannous chloride dihydrate (478 mg; 2.13 mmol; 5 eq.) was added to a solution of Example 11 (200 mg; 0.43 mmol; 1 eq.) in EtOH (20 mL) and the resulting mixture was stirred at 70° C. for 3 hours, then at room temperature for 16 hours. The solution was diluted with sat. aq. NaHCO3 and extracted with ethyl acetate. The combined organic layer was washed with brine, dried over magnesium sulfate and concentrated in vacuo. Purification by column chromatography (c-hexane/ethyl acetate, 70/30) followed... The reactants are C[N+]1([O-])CCOCC1, CC(C)=O, C=Cc1cnc2c(NCCCO)nc3cc(C(F)(F)F)ccc3n12, [O-][I+3]([O-])([O-])[O-], [Na+], O, O. Product: O=Cc1cnc2c(NCCCO)nc3cc(C(F)(F)F)ccc3n12. RXN SMILES: [CH3:25][N+:26]1([O-:27])[CH2:28][CH2:29][O:30][CH2:31][CH2:32]1.[CH3:40][C:41]([CH3:42])=[O:43].[F:1][C:2]([c:3]1[cH:4][c:5]2[n:6][c:7]([NH:18][CH2:19][CH2:20][CH2:21][OH:22])[c:8]3[n:9]([c:10]2[cH:11][cH:12]1)[c:13]([CH:16]=[CH2:17])[cH:14][n:15]3)([F:23])[F:24].[I+3:33]([O-:34])([O-:35])([O-:36])[O-:37].[Na+:38].[OH2:39].[OH2:44]>>[F:1][C:2]([c:3]1[cH:4][c:5]2[n:6][c:7]([NH:18][CH2:19][CH2:20][CH2:21][OH:22])[c:8]3[n:9]([c:10]2[cH:11][cH:12]1)[c:13]([CH:16]=[O:27])[cH:14][n:15]3)([F:23])[F:24]. The reactants are oxime, Cl.C(C1=CC=CC=C1)C(C(=O)C1=CC(=CC=C1)OC)CN(C)C (2-benzyl-3-dimethylamino-1-(3-methoxyphenyl)-propan-1-one hydrochloride), Cl.NO (hydroxylamine hydrochloride), oxime, C(C1=CC=CC=C1)C(C(=O)C1=CC(=CC=C1)OC)CN(C)C (2-benzyl-3-dimethylamino-1-(3-methoxyphenyl)-propan-1-one), Cl.NO (hydroxylamine hydrochloride). Procedure: The synthesis was carried out up to the third stage according to Example 1. 2-benzyl-3-dimethylamino-1-(3-methoxyphenyl)-propan-1-one hydrochloride was then converted with hydroxylamine hydrochloride to the corresponding oxime. For this purpose 5 g (0.015 mole) of 2-benzyl-3-dimethylamino-1-(3-methoxyphenyl)-propan-1-one with 2.1 g (0.03 mole) of hydroxylamine hydrochloride were dissolved in 15 ml of water and 20 ml of ethanol. The reaction time was 5 minutes and the yield of oxime was 1.7 g (33... Reaction conditions: time 5 minute. RXN SMILES: [ClH:1].[CH2:2]([CH:9]([CH2:20][N:21](C)C)[C:10]([C:12]1[CH:17]=[CH:16][CH:15]=[C:14]([O:18][CH3:19])[CH:13]=1)=O)[C:3]1[CH:8]=[CH:7][CH:6]=[CH:5][CH:4]=1.Cl.NO.C(C([CH2:45][N:46](C)[CH3:47])C(C1C=CC=C(OC)C=1)=O)C1C=CC=CC=1>O.C(O)C>[ClH:1].[CH2:2]([CH:9]([CH2:20][NH2:21])[CH:10]([C:12]1[CH:17]=[CH:16][CH:15]=[C:14]([O:18][CH3:19])[CH:13]=1)[N:46]([CH3:47])[CH3:45])[C:3]1[CH:4]=[CH:5][CH:6]=[CH:7][CH:8]=1 |f:0.1,2.3,7.8|. The product is Cl.C(C1=CC=CC=C1)C(C(N(C)C)C1=CC(=CC=C1)OC)CN ((1RS)-(2RS)-2-benzyl-1-(3-methoxyphenyl)-N,N-dimethylpropan-1,3-diamine hydrochloride). The solvent is C(C)O (ethanol), O (water). The reactants are CC1COCCN1Cc1cc(C=O)ccc1Br, CC(=O)O[BH-](OC(C)=O)OC(C)=O, CC1CNCC(C)N1, ClCCl, [Na+]. Yields the product CC1CN(Cc2ccc(Br)c(CN3CCOCC3C)c2)CC(C)N1. Reaction SMILES: [Br:9][c:10]1[c:11]([CH2:18][N:19]2[CH:20]([CH3:25])[CH2:21][O:22][CH2:23][CH2:24]2)[cH:12][c:13]([CH:14]=[O:15])[cH:16][cH:17]1.[C:26]([O:27][BH-:28]([O:29][C:30](=[O:31])[CH3:32])[O:33][C:34](=[O:35])[CH3:36])(=[O:37])[CH3:38].[CH3:1][CH:2]1[NH:3][CH:4]([CH3:8])[CH2:5][NH:6][CH2:7]1.[Cl:40][CH2:41][Cl:42].[Na+:39]>>[CH3:1][CH:2]1[NH:3][CH:4]([CH3:8])[CH2:5][N:6]([CH2:14][c:13]2[cH:12][c:11]([CH2:18][N:19]3[CH:20]([CH3:25])[CH2:21][O:22][CH2:23][CH2:24]3)[c:10]([Br:9])[cH:17][cH:16]2)[CH2:7]1.